Dataset: the Open Reaction Database (ORD), a public repository of structured organic reaction records. Task: describe an organic reaction: reactants, conditions, products, and yield Reactants: CCOC(=O)c1cc(=O)c2cc(Br)cc([N+](=O)[O-])c2o1, CN(C)C=O, O=CO. The product is CCOC(=O)c1cc(=O)c2cccc([N+](=O)[O-])c2o1. RXN SMILES: [Br:1][c:2]1[cH:3][c:4]([N+:18](=[O:19])[O-:20])[c:5]2[c:6]([c:7](=[O:16])[cH:8][c:9]([C:11](=[O:12])[O:13][CH2:14][CH3:15])[o:10]2)[cH:17]1.[CH3:24][N:25]([CH3:26])[CH:27]=[O:28].[CH:21]([OH:22])=[O:23]>>[cH:2]1[cH:3][c:4]([N+:18](=[O:19])[O-:20])[c:5]2[c:6]([c:7](=[O:16])[cH:8][c:9]([C:11](=[O:12])[O:13][CH2:14][CH3:15])[o:10]2)[cH:17]1.